Dataset: the Open Reaction Database (ORD), a public repository of structured organic reaction records. Task: describe an organic reaction: reactants, conditions, products, and yield Starting materials: OC[C@H](O)[C@@H](O)[C@H](O)[C@H](O)CO (sorbitol), CC1=C(N=CN1)CSCC/N=C(\NC)/NC#N (cimetidine), OC[C@H](O)[C@@H](O)[C@H](O)[C@H](O)CO (sorbitol), 100, OC[C@H](O)[C@@H](O)[C@H](O)[C@H](O)CO (sorbitol). Solvent: O (water). Conditions: temperature 105 celsius, time 10 minute. The product is CC1=C(N=CN1)CSCC/N=C(\NC)/NC#N.OC[C@H](O)[C@@H](O)[C@H](O)[C@H](O)CO (Cimetidine Sorbitol). RXN SMILES: [OH:1][CH2:2][C@@H:3]([C@H:5]([C@@H:7]([C@@H:9]([CH2:11][OH:12])[OH:10])[OH:8])[OH:6])[OH:4].[CH3:13][C:14]1[NH:18][CH:17]=[N:16][C:15]=1[CH2:19][S:20][CH2:21][CH2:22]/[N:23]=[C:24](/[NH:27][C:28]#[N:29])\[NH:25][CH3:26]>O>[CH3:13][C:14]1[NH:18][CH:17]=[N:16][C:15]=1[CH2:19][S:20][CH2:21][CH2:22]/[N:23]=[C:24](/[NH:27][C:28]#[N:29])\[NH:25][CH3:26].[OH:12][CH2:11][C@@H:9]([C@H:7]([C@@H:5]([C@@H:3]([CH2:2][OH:1])[OH:4])[OH:6])[OH:8])[OH:10] |f:3.4|. Procedure details: 474 parts of anhydrous sorbitol were melted in a stainless steel reactor equipped with agitation means and heated to a temperature of 105° C. The molten sorbitol was agitated at a speed of 100 r.p.m. to create a vortex and thereafter 25 parts of cimetidine (melting point 141°-143° C.) were added to the vortex slowly to avoid forming lumps. After complete addition, the melt was agitated for an additional 10 minutes. This melt was transferred to a Sigma blade mixer heated at 90° C. with hot water ... Procedure: 5-(4-bromo-phenyl)-1-(2,4-difluoro-phenyl)-4,5-dihydro-1H-pyrazole-3-carboxylic acid (10.0 g, 26.2 mmol) prepared in Step 1 was added to thionyl chloride (100.0 mL). The reaction was stirred at 100° C. for 2 hours and then concentrated under reduced pressure. The resulting residue was concentrated under reduced pressure three times, along with using toluene, to give 5-(4-bromo-phenyl)-1-(2,4-difluoro-phenyl)-4,5-dihydro-1H-pyrazole-3-carbonyl chloride as a dark brown liquid. The product is BrC1=CC=C(C=C1)C1CC(=NN1C1=C(C=C(C=C1)F)F)C(=O)Cl (5-(4-bromo-phenyl)-1-(2,4-difluoro-phenyl)-4,5-dihydro-1H-pyrazole-3-carbonyl chloride). RXN SMILES: [Br:1][C:2]1[CH:7]=[CH:6][C:5]([CH:8]2[N:12]([C:13]3[CH:18]=[CH:17][C:16]([F:19])=[CH:15][C:14]=3[F:20])[N:11]=[C:10]([C:21]([OH:23])=O)[CH2:9]2)=[CH:4][CH:3]=1.S(Cl)([Cl:26])=O>>[Br:1][C:2]1[CH:7]=[CH:6][C:5]([CH:8]2[N:12]([C:13]3[CH:18]=[CH:17][C:16]([F:19])=[CH:15][C:14]=3[F:20])[N:11]=[C:10]([C:21]([Cl:26])=[O:23])[CH2:9]2)=[CH:4][CH:3]=1. Reactants: BrC1=CC=C(C=C1)C1CC(=NN1C1=C(C=C(C=C1)F)F)C(=O)O (5-(4-bromo-phenyl)-1-(2,4-difluoro-phenyl)-4,5-dihydro-1H-pyrazole-3-carboxylic acid), S(=O)(Cl)Cl (thionyl chloride). Conditions: temperature 100 celsius, time 2 hour. Starting materials: CC(C)(C)[Si](C)(C)Cl, C1CCOC1, COC(=O)c1ncoc1-c1cccc(CCO)c1, [Cl-], N#N, [NH4+], c1c[nH]cn1. The product is COC(=O)c1ncoc1-c1cccc(CCO[Si](C)(C)C(C)(C)C)c1. As a reaction SMILES: [C:21]([CH3:22])([CH3:23])([CH3:24])[Si:25]([CH3:26])([CH3:27])[Cl:28].[CH2:36]1[O:37][CH2:38][CH2:39][CH2:40]1.[CH3:3][O:4][C:5](=[O:6])[c:7]1[n:8][cH:9][o:10][c:11]1-[c:12]1[cH:13][c:14]([CH2:18][CH2:19][OH:20])[cH:15][cH:16][cH:17]1.[Cl-:34].[N:1]#[N:2].[NH4+:35].[nH:29]1[cH:30][cH:31][n:32][cH:33]1>>[CH3:3][O:4][C:5](=[O:6])[c:7]1[n:8][cH:9][o:10][c:11]1-[c:12]1[cH:13][c:14]([CH2:18][CH2:19][O:20][Si:25]([C:21]([CH3:22])([CH3:23])[CH3:24])([CH3:26])[CH3:27])[cH:15][cH:16][cH:17]1. The reactants are CCCCCCCOc1ccc(C(=O)Oc2ccc(CC(NC(=O)c3ccc(OC)cc3)C(=O)OC(C)(C)C)cc2OC)cc1, ClCCl, O=C(O)C(F)(F)F. Product: CCCCCCCOc1ccc(C(=O)Oc2ccc(CC(NC(=O)c3ccc(OC)cc3)C(=O)O)cc2OC)cc1. Reaction SMILES: [CH2:1]([CH2:2][CH2:3][CH2:4][CH2:5][CH2:6][CH3:7])[O:8][c:9]1[cH:10][cH:11][c:12]([C:13](=[O:14])[O:15][c:16]2[c:17]([O:42][CH3:43])[cH:18][c:19]([CH2:22][CH:23]([C:24](=[O:25])[O:26][C:27]([CH3:28])([CH3:29])[CH3:30])[NH:31][C:32]([c:33]3[cH:34][cH:35][c:36]([O:39][CH3:40])[cH:37][cH:38]3)=[O:41])[cH:20][cH:21]2)[cH:44][cH:45]1.[Cl:53][CH2:54][Cl:55].[F:46][C:47]([F:48])([F:49])[C:50]([OH:51])=[O:52]>>[CH2:1]([CH2:2][CH2:3][CH2:4][CH2:5][CH2:6][CH3:7])[O:8][c:9]1[cH:10][cH:11][c:12]([C:13](=[O:14])[O:15][c:16]2[c:17]([O:42][CH3:43])[cH:18][c:19]([CH2:22][CH:23]([C:24](=[O:25])[OH:26])[NH:31][C:32]([c:33]3[cH:34][cH:35][c:36]([O:39][CH3:40])[cH:37][cH:38]3)=[O:41])[cH:20][cH:21]2)[cH:44][cH:45]1. Reactants: Cc1ccc2c(n1)Nc1ccccc1N(C)C2=O, [H-], ClCCCN1CCCC1, [Na+], CN(C)C=O. Yields the product Cc1ccc2c(n1)N(CCCN1CCCC1)c1ccccc1N(C)C2=O. Reaction SMILES: [CH3:1][c:2]1[cH:3][cH:4][c:5]2[c:6]([n:18]1)[NH:7][c:8]1[c:9]([cH:14][cH:15][cH:16][cH:17]1)[N:10]([CH3:13])[C:11]2=[O:12].[H-:19].[N:21]1([CH2:26][CH2:27][CH2:28][Cl:29])[CH2:22][CH2:23][CH2:24][CH2:25]1.[Na+:20].[O:30]=[CH:31][N:32]([CH3:33])[CH3:34]>>[CH3:1][c:2]1[cH:3][cH:4][c:5]2[c:6]([n:18]1)[N:7]([CH2:28][CH2:27][CH2:26][N:21]1[CH2:22][CH2:23][CH2:24][CH2:25]1)[c:8]1[c:9]([cH:14][cH:15][cH:16][cH:17]1)[N:10]([CH3:13])[C:11]2=[O:12]. Starting materials: CC(C)(C)c1c[nH]c2cc([N+](=O)[O-])ccc12, CCO. The product is CC(C)(C)c1c[nH]c2cc(N)ccc12. Reaction SMILES: [C:1]([CH3:2])([CH3:3])([CH3:4])[c:5]1[cH:6][nH:7][c:8]2[cH:9][c:10]([N+:14]([O-:15])=[O:16])[cH:11][cH:12][c:13]12.[CH3:17][CH2:18][OH:19]>>[C:1]([CH3:2])([CH3:3])([CH3:4])[c:5]1[cH:6][nH:7][c:8]2[cH:9][c:10]([NH2:14])[cH:11][cH:12][c:13]12. Starting materials: [N+](=O)([O-])C1=C(C(=O)O)C=CC=C1 (2-nitrobenzoic acid), CC1=NC(=CC=C1)C#CC=C1CCNCC1 (2-Methyl-6-(3-piperidin-4-ylideneprop-1-ynyl)pyridine), ON1N=NC2=C1C=CC=C2 (1-hydroxybenzotriazole), C(C)N=C=NCCCN(C)C (1-ethyl-3-(3-dimethylaminopropyl)carbodiimide). The solvent is C(Cl)Cl (CH2Cl2), CN(C)C=O (DMF). Run at time 2 hour. The product is CC1=NC(=CC=C1)C#CC=C1CCN(CC1)C(C1=C(C=CC=C1)[N+](=O)[O-])=O (2-Methyl-6-{3-[1-(2-nitrobenzoyl)piperidin-4-ylidene]prop-1-ynyl}pyridine). Isolated yield 90.8%. As a reaction SMILES: [N+:1]([C:4]1[CH:12]=[CH:11][CH:10]=[CH:9][C:5]=1[C:6]([OH:8])=O)([O-:3])=[O:2].ON1C2C=CC=CC=2N=N1.C(N=C=NCCCN(C)C)C.[CH3:34][C:35]1[CH:40]=[CH:39][CH:38]=[C:37]([C:41]#[C:42][CH:43]=[C:44]2[CH2:49][CH2:48][NH:47][CH2:46][CH2:45]2)[N:36]=1>C(Cl)Cl.CN(C=O)C>[CH3:34][C:35]1[CH:40]=[CH:39][CH:38]=[C:37]([C:41]#[C:42][CH:43]=[C:44]2[CH2:45][CH2:46][N:47]([C:6](=[O:8])[C:5]3[CH:9]=[CH:10][CH:11]=[CH:12][C:4]=3[N+:1]([O-:3])=[O:2])[CH2:48][CH2:49]2)[N:36]=1. Reported procedure: To a solution 2-nitrobenzoic acid (42.6 mg, 0.25 mmol) in CH2Cl2 (2 mL) and DMF (0.5 mL) stirred at 0-5° C., was added 1-hydroxybenzotriazole (50 mg, 0.322 mmol) and, after 30′, 1-ethyl-3-(3-dimethylaminopropyl)carbodiimide (62 mg, 0.323 mmol). Afterwards, the Compound of Example 3 (53 mg, 0.25 mmol) was added. The reaction mixture was stirred at r.t. for 2 h and kept overnight at the same temperature. After dilution with water and 1 N NaOH, the organic layer was separated and washed with water,...